Dataset: the Open Reaction Database (ORD), a public repository of structured organic reaction records. Task: describe an organic reaction: reactants, conditions, products, and yield Starting materials: BrC1=CC(=C(C(=O)O)C=C1)F (4-bromo-2-fluorobenzoic acid), C(C)NCC (N-ethyl-ethanamine). Product: BrC1=CC(=C(C(=O)N(CC)CC)C=C1)F (4-bromo-N,N-diethyl-2-fluoro-benzamide). Reaction SMILES: [Br:1][C:2]1[CH:10]=[CH:9][C:5]([C:6]([OH:8])=O)=[C:4]([F:11])[CH:3]=1.[CH2:12]([NH:14][CH2:15][CH3:16])[CH3:13]>>[Br:1][C:2]1[CH:10]=[CH:9][C:5]([C:6]([N:14]([CH2:15][CH3:16])[CH2:12][CH3:13])=[O:8])=[C:4]([F:11])[CH:3]=1. Reported procedure: The sub-title compound was prepared by the method of example 18 step a) using 4-bromo-2-fluorobenzoic acid and N-ethyl-ethanamine. Starting materials: ClS(=O)(=O)O (chlorosulfonic acid), COC1=CSC=C1 (3-methoxythiophene). Run in C(Cl)Cl (CH2Cl2), C(Cl)Cl (CH2Cl2). Reaction conditions: time 30 minute. Product: S1C(=CC=C1)S(=O)(=O)Cl (thiophene-sulfonyl chloride). Yield: 67.2%. Reaction SMILES: [Cl:1][S:2]([OH:5])(=O)=[O:3].CO[C:8]1[CH:12]=[CH:11][S:10][CH:9]=1>C(Cl)Cl>[S:10]1[CH:11]=[CH:12][CH:8]=[C:9]1[S:2]([Cl:1])(=[O:5])=[O:3]. Procedure details: To a stirred 300 mL CH2Cl2 solution in a −78° C. cooling bath was added chlorosulfonic acid (14.5 mL, 217.8 mmol). A solution of 3-methoxythiophene (10.0 g, 87.59 mmol) in 80 mL of CH2Cl2 was added slowly along the side wall of the flask. After 30 min, the cooling bath was removed. Reaction was continued at room temperature for 2 h. Stirring was stopped, the mixture was set still for approximately 10 min, and filtered directly and carefully through a 2-in silica gel pad. The green glue residue w... Reactants: CC(C)=O, ClCCCSc1ccc(Cl)cc1, OO, O=S(=O)(O)O. RXN SMILES: [CH3:20][C:21](=[O:22])[CH3:23].[Cl:1][c:2]1[cH:3][cH:4][c:5]([S:8][CH2:9][CH2:10][CH2:11][Cl:12])[cH:6][cH:7]1.[OH:13][OH:14].[S:15]([OH:16])(=[O:17])(=[O:18])[OH:19]>>[Cl:1][c:2]1[cH:3][cH:4][c:5]([S:8]([CH2:9][CH2:10][CH2:11][Cl:12])=[O:16])[cH:6][cH:7]1. Yields the product O=S(CCCCl)c1ccc(Cl)cc1. Starting materials: C(C)OC(C1=C(C=CC(=C1)C#N)C(F)(F)F)=O (5-cyano-2-trifluoromethyl-benzoic acid ethyl ester). Reagents/catalysts: [Ni] (Ra-Ni). Run in N (NH3), CO (MeOH). Conditions: time 17 hour. Yields the product C(C)OC(C1=C(C=CC(=C1)CN)C(F)(F)F)=O (5-Aminomethyl-2-trifluoromethyl-benzoic acid ethyl ester). RXN SMILES: [CH2:1]([O:3][C:4](=[O:17])[C:5]1[CH:10]=[C:9]([C:11]#[N:12])[CH:8]=[CH:7][C:6]=1[C:13]([F:16])([F:15])[F:14])[CH3:2]>N.CO.[Ni]>[CH2:1]([O:3][C:4](=[O:17])[C:5]1[CH:10]=[C:9]([CH2:11][NH2:12])[CH:8]=[CH:7][C:6]=1[C:13]([F:15])([F:14])[F:16])[CH3:2]. Reported procedure: A mixture of 5-cyano-2-trifluoromethyl-benzoic acid ethyl ester (250 mg; 1.03 mmol) and 100 mg Ra-Ni in 20 mL NH3 in MeOH was stirred for 17 h under an atmosphere of hydrogen (3 bar). After filtration and concentration i.vac. the subtitle compound was obtained. Yield: 250 mg (98%); MS: [m+H]+=248; TLC (silica gel; DCM/EtOH 9/1) Rf=0.28.